From a dataset of the Open Reaction Database (ORD), a public repository of structured organic reaction records. describe an organic reaction: reactants, conditions, products, and yield The reactants are N1C=NC=C1 (Imidazole), [H-].[Na+] (sodium hydride), BrC1=CC=CC(=N1)COC1OCCCC1 (6-bromo-2-[(tetrahydropyran-2-yl)oxymethyl]pyridine). Run in CN(C=O)C (dimethylformamide), CN(C=O)C (dimethylformamide). Reaction conditions: temperature 80 celsius, time 0.75 hour. The product is N1(C=NC=C1)C1=CC=CC(=N1)COC1OCCCC1 (6-(Imidazol-1-yl)-2-[(tetrahydropyran-2-yl)oxymethyl]pyridine). Yield: 7.4%. As a reaction SMILES: [NH:1]1[CH:5]=[CH:4][N:3]=[CH:2]1.[H-].[Na+].Br[C:9]1[N:14]=[C:13]([CH2:15][O:16][CH:17]2[CH2:22][CH2:21][CH2:20][CH2:19][O:18]2)[CH:12]=[CH:11][CH:10]=1>CN(C)C=O>[N:1]1([C:9]2[N:14]=[C:13]([CH2:15][O:16][CH:17]3[CH2:22][CH2:21][CH2:20][CH2:19][O:18]3)[CH:12]=[CH:11][CH:10]=2)[CH:5]=[CH:4][N:3]=[CH:2]1 |f:1.2|. Reported procedure: Imidazole (500 mg, 74 mmol) was added to a stirred mixture of sodium hydride (300 mg of a 60% dispersion in oil, 75 mmol) and dimethylformamide (20 ml), at room temperature under nitrogen. After 0.75 h, 6-bromo-2-[(tetrahydropyran-2-yl)oxymethyl]pyridine (400 mg 14.6 mmol) prepared following the procedure given for Example 11 part a in dimethylformamide (5 ml) was added. The mixture was heated at 80° C. for 24 h then in a sealed tube at 120° C. for 4 h. The solvent was evaporated in vacuo and th... The reactants are OC1=C2N(C(=NC1=O)CC1(CCCC1)C1=CC=CC3=CC=CC=C13)CCNC2=O (9-hydroxy-6-(1-naphthalen-1-yl-cyclopentylmethyl)-3,4-dihydro-2H-pyrazino[1,2-c]pyrimidine-1,8-dione), C(C1=CC=CC=C1)OC1=C2N(C(=NC1=O)CC1(CCCC1)C1=CC=CC3=CC=CC=C13)CCN(C2=O)CC2CC2 (9-benzyloxy-2-cyclopropylmethyl-6-(1-naphthalen-1-yl-cyclopentylmethyl)-3,4-dihydro-2H-pyrazino[1,2-c]pyrimidine-1,8-dione). Product: C1(CC1)CN1C(C=2N(C(=NC(C2O)=O)CC2(CCCC2)C2=CC=CC3=CC=CC=C23)CC1)=O (2-Cyclopropylmethyl-9-hydroxy-6-(1-naphthalen-1-yl-cyclopentylmethyl)-3,4-dihydro-2H-pyrazino[1,2-c]pyrimidine-1,8-dione). As a reaction SMILES: OC1C(=O)N=C(CC2(C3C4C(=CC=CC=4)C=CC=3)CCCC2)N2CCNC(=O)C=12.C([O:37][C:38]1[C:43](=[O:44])[N:42]=[C:41]([CH2:45][C:46]2([C:51]3[C:60]4[C:55](=[CH:56][CH:57]=[CH:58][CH:59]=4)[CH:54]=[CH:53][CH:52]=3)[CH2:50][CH2:49][CH2:48][CH2:47]2)[N:40]2[CH2:61][CH2:62][N:63]([CH2:66][CH:67]3[CH2:69][CH2:68]3)[C:64](=[O:65])[C:39]=12)C1C=CC=CC=1>>[CH:67]1([CH2:66][N:63]2[CH2:62][CH2:61][N:40]3[C:41]([CH2:45][C:46]4([C:51]5[C:60]6[C:55](=[CH:56][CH:57]=[CH:58][CH:59]=6)[CH:54]=[CH:53][CH:52]=5)[CH2:47][CH2:48][CH2:49][CH2:50]4)=[N:42][C:43](=[O:44])[C:38]([OH:37])=[C:39]3[C:64]2=[O:65])[CH2:69][CH2:68]1. Procedure details: This compound was prepared by following the same method as described for pure 9-hydroxy-6-(1-naphthalen-1-yl-cyclopentylmethyl)-3,4-dihydro-2H-pyrazino[1,2-c]pyrimidine-1,8-dione (349) from 9-benzyloxy-2-cyclopropylmethyl-6-(1-naphthalen-1-yl-cyclopentylmethyl)-3,4-dihydro-2H-pyrazino[1,2-c]pyrimidine-1,8-dione (360) (100 mg, 0.19 mmol). The yield was 42 mg, 51%, of a white solid. Reactants: FC1=NC=CC=C1C1CCC(CC1)=O (4-(2-Fluoropyridin-3-yl)cyclohexanone), N1C(=NC2=C1C=CC=C2)C(=O)C2=CC=C(C=C2)O ((1H-benzo[d]imidazol-2-yl)(4-hydroxyphenyl)methanone), C([O-])([O-])=O.[Cs+].[Cs+] (cesium carbonate). Reported procedure: 4-(2-Fluoropyridin-3-yl)cyclohexanone (0.05 g, 0.26 mmol), (1H-benzo[d]imidazol-2-yl)(4-hydroxyphenyl)methanone (0.19 g, 0.78 mmol), and cesium carbonate (0.25 g, 0.78 mmol) were mixed in NMP (1 mL). The reaction mixture was placed under a nitrogen atmosphere and stirred at 140° C. for 48 h. The reaction mixture was cooled to room temperature, diluted with water, and extracted with EtOAc (3×). The combined organic layers were washed with 1 M aqueous sodium hydroxide, washed with sat. sodium chlo... Product: N1C(=NC2=C1C=CC=C2)C(=O)C2=CC=C(OC1=NC=CC=C1C1CCC(CC1)=O)C=C2 (4-(2-(4-(1H-benzo[d]imidazole-2-carbonyl)phenoxy)pyridin-3-yl)cyclohexanone). Conditions: temperature 140 celsius, time 48 hour. Reaction SMILES: F[C:2]1[C:7]([CH:8]2[CH2:13][CH2:12][C:11](=[O:14])[CH2:10][CH2:9]2)=[CH:6][CH:5]=[CH:4][N:3]=1.[NH:15]1[C:19]2[CH:20]=[CH:21][CH:22]=[CH:23][C:18]=2[N:17]=[C:16]1[C:24]([C:26]1[CH:31]=[CH:30][C:29]([OH:32])=[CH:28][CH:27]=1)=[O:25].C(=O)([O-])[O-].[Cs+].[Cs+]>CN1C(=O)CCC1.O>[NH:15]1[C:19]2[CH:20]=[CH:21][CH:22]=[CH:23][C:18]=2[N:17]=[C:16]1[C:24]([C:26]1[CH:31]=[CH:30][C:29]([O:32][C:2]2[C:7]([CH:8]3[CH2:13][CH2:12][C:11](=[O:14])[CH2:10][CH2:9]3)=[CH:6][CH:5]=[CH:4][N:3]=2)=[CH:28][CH:27]=1)=[O:25] |f:2.3.4|. The solvent is CN1CCCC1=O (NMP), O (water). Starting materials: CC(C(=S)N)(C)C (2,2-dimethyl-thiopropionamide), ClCC(=O)OCC (ethyl 2-chloroacetate), C(C)O (ethanol). The product is C(C)OC(=O)C1=C(N=C(S1)C(C)(C)C)C (2-tert-Butyl-4-methyl-thiazole-5-carboxylic acid ethyl ester). As a reaction SMILES: [CH3:1][C:2]([CH3:7])([CH3:6])[C:3]([NH2:5])=[S:4].Cl[CH2:9][C:10]([O:12][CH2:13][CH3:14])=[O:11].[CH2:15](O)[CH3:16]>>[CH2:13]([O:12][C:10]([C:9]1[S:4][C:3]([C:2]([CH3:7])([CH3:6])[CH3:1])=[N:5][C:15]=1[CH3:16])=[O:11])[CH3:14]. Procedure details: A solution of 2,2-dimethyl-thiopropionamide (7.7 g, 65.8 mmol) and ethyl 2-chloroacetate (9.26 mL, 67 mmol) in 150 mL of ethanol was heated at reflux temperature for 24 h. The reaction mixture was concentrated under reduced pressure, suspended in ethyl acetate, and washed with saturated aqueous sodium bicarbonate and brine solutions. The organic fraction was dried over anhydrous magnesium sulfate and concentrated to 14.1 g of an orange viscous material. MS (ESI+): 229.4 (M+1). Starting materials: CN(C)CC=1SC=C(N1)CSCCN (2-{[2-(dimethylamino)methyl-4-thiazolyl]methylthio}ethylamine), [N+](=O)([O-])C=C1OC(CN1)C1=CC=CC=C1 (2-nitromethylene-5-phenyl-oxazolidine). Run in C(C)O (ethanol). Product: CN(C)CC=1SC=C(N1)CSCCNC(=C[N+](=O)[O-])NCC(C1=CC=CC=C1)O (N-{2-[[2-(dimethylamino)methyl-4-thiazolyl]methylthio]ethyl}-N'-(β-hydroxyphenethyl)-2-nitro-1,1-ethenediamine). The yield is 68.7%. As a reaction SMILES: [CH3:1][N:2]([CH2:4][C:5]1[S:6][CH:7]=[C:8]([CH2:10][S:11][CH2:12][CH2:13][NH2:14])[N:9]=1)[CH3:3].[N+:15]([CH:18]=[C:19]1[NH:23][CH2:22][CH:21]([C:24]2[CH:29]=[CH:28][CH:27]=[CH:26][CH:25]=2)[O:20]1)([O-:17])=[O:16]>C(O)C>[CH3:3][N:2]([CH2:4][C:5]1[S:6][CH:7]=[C:8]([CH2:10][S:11][CH2:12][CH2:13][NH:14][C:19]([NH:23][CH2:22][CH:21]([OH:20])[C:24]2[CH:25]=[CH:26][CH:27]=[CH:28][CH:29]=2)=[CH:18][N+:15]([O-:17])=[O:16])[N:9]=1)[CH3:1]. Procedure details: With 2 ml of ethanol was mixed 1 g of 2-{[2-(dimethylamino)methyl-4-thiazolyl]methylthio}ethylamine and 1.1 g of 2-nitromethylene-5-phenyl-oxazolidine, and the resulting mixture was subjected to reaction under reflux for 1 hour. After completion of the reaction, the reaction mixture was filtered with cooling, and the solvent was removed by distillation under reduced pressure, after which the resulting residue was purified by a column chromatography (Wako Silica Gel C-200, eluent:chloroform:ethan... Reactants: NC=1C(N(C(=NN1)SC)C)=O (6-amino-4-methyl-3-methylthio-1,2,4-triazin-5-one), ClC1=CC(=CC=C1)C(=O)OO (3-chloroperbenzoic acid). Run in C(Cl)Cl (methylene chloride). Product: NC=1C(N(C(=NN1)S(=O)C)C)=O (6-amino-4-methyl-3-methylsulfinyl-1,2,4-triazin-5-one). The yield is 59.2%. Reaction SMILES: [NH2:1][C:2]1[C:3](=[O:11])[N:4]([CH3:10])[C:5]([S:8][CH3:9])=[N:6][N:7]=1.ClC1C=CC=C(C(OO)=[O:20])C=1>C(Cl)Cl>[NH2:1][C:2]1[C:3](=[O:11])[N:4]([CH3:10])[C:5]([S:8]([CH3:9])=[O:20])=[N:6][N:7]=1. Procedure details: 1.7 g of 6-amino-4-methyl-3-methylthio-1,2,4-triazin-5-one are dispersed in 200 ml of methylene chloride, and 1.8 g of 3-chloroperbenzoic acid are added in portions at 15°-20° C. A clear yellow solution is thereby formed and is evaporated at 40° C. in vacuo. The solid residue is treated with ethyl actetate, whereupon the 3-chlorobenzoic acid formed in the reaction dissolves completely. The undissolved pure product is filtered off to give 1.1 g of 6-amino-4-methyl-3-methylsulfinyl-1,2,4-triazin-5...